Task: describe an organic reaction: reactants, conditions, products, and yield. Dataset: the Open Reaction Database (ORD), a public repository of structured organic reaction records Reactants: Cl (hydrochloric acid), COC(C1=CC(=C(C=C1)OC1=CC=C(C=C1)Cl)Br)=O (methyl-3-bromo-4-(4-chlorophenoxy)-benzoate), [OH-].[Na+] (sodium hydroxide). Solvent: CO (methanol), O (water). Conditions: temperature 50 celsius, time 16 hour. The product is BrC=1C=C(C(=O)O)C=CC1OC1=CC=C(C=C1)Cl (3-Bromo-4-(4-chlorophenoxy)-benzoic acid). Yield: 77.8%. As a reaction SMILES: C[O:2][C:3](=[O:19])[C:4]1[CH:9]=[CH:8][C:7]([O:10][C:11]2[CH:16]=[CH:15][C:14]([Cl:17])=[CH:13][CH:12]=2)=[C:6]([Br:18])[CH:5]=1.[OH-].[Na+].Cl>CO.O>[Br:18][C:6]1[CH:5]=[C:4]([CH:9]=[CH:8][C:7]=1[O:10][C:11]1[CH:16]=[CH:15][C:14]([Cl:17])=[CH:13][CH:12]=1)[C:3]([OH:19])=[O:2] |f:1.2|. Procedure: To a solution of methyl-3-bromo-4-(4-chlorophenoxy)-benzoate (Preparation 28, 2 g, 6 mmol) in 40 mL methanol was added sodium hydroxide (0.486 g, 11.7 mmol) in 10 mL water. The reaction mixture was stirred at 50° C. for 16 hours and then acidified to pH 4 with 1M hydrochloric acid, stirred for 1 hour, filtered and dried in vacuo to afford the title compound (1.53 g, 78%). Reported procedure: 2,4-dihydroxyacetophenone (7.1 g, 0.05 mol) and dimethyl oxylate (7.2 g) were dissolved in DMF containing a solution of sodium methoxide in methanol (4.0 g Na, 100 ml MeOH) and the mixture was stirred at room temperature for 48 hours. At this point, acetic acid (180 ml) was added and the mixture was heated to 100° C. for 5 hours. The solvent was removed in vacuo and the residue partitioned between ethyl acetate and water. The organic layer was separated, the aqueous layer was thoroughly extracte... Run in C[O-].[Na+] (sodium methoxide), CO (methanol). The product is OC1=CC2=C(C(C=C(O2)C(=O)OC)=O)C=C1 (methyl 7-hydroxy-4-oxo-4H-1-benzopyran-2-carboxylate). As a reaction SMILES: [CH3:1][C:2]([C:4]1[CH:5]=[CH:6][C:7]([OH:11])=[CH:8][C:9]=1[OH:10])=[O:3].[C:12]([OH:15])(=[O:14])[CH3:13].[CH3:16]N(C=O)C>C[O-].[Na+].CO>[OH:11][C:7]1[CH:6]=[CH:5][C:4]2[C:2](=[O:3])[CH:1]=[C:13]([C:12]([O:15][CH3:16])=[O:14])[O:10][C:9]=2[CH:8]=1 |f:3.4|. Reaction conditions: time 48 hour. Reactants: CC(=O)C=1C=CC(=CC1O)O (2,4-dihydroxyacetophenone), dimethyl oxylate, CN(C)C=O (DMF), C(C)(=O)O (acetic acid).